Dataset: the Open Reaction Database (ORD), a public repository of structured organic reaction records. Task: describe an organic reaction: reactants, conditions, products, and yield Starting materials: COC(=O)c1ccc2oc(C(=O)Nc3ccc(Cl)cn3)c(NC(=O)C3CCC(N4CCCC4=O)CC3)c2c1, CO, [Na+], C1CCOC1, [OH-]. The product is O=C(O)c1ccc2oc(C(=O)Nc3ccc(Cl)cn3)c(NC(=O)C3CCC(N4CCCC4=O)CC3)c2c1. Reaction SMILES: [CH3:1][O:2][C:3](=[O:4])[c:5]1[cH:6][cH:7][c:8]2[c:9]([c:10]([NH:23][C:24](=[O:25])[CH:26]3[CH2:27][CH2:28][CH:29]([N:32]4[C:33](=[O:37])[CH2:34][CH2:35][CH2:36]4)[CH2:30][CH2:31]3)[c:11]([C:13](=[O:14])[NH:15][c:16]3[n:17][cH:18][c:19]([Cl:22])[cH:20][cH:21]3)[o:12]2)[cH:38]1.[CH3:41][OH:42].[Na+:40].[O:43]1[CH2:44][CH2:45][CH2:46][CH2:47]1.[OH-:39]>>[O:2]=[C:3]([OH:4])[c:5]1[cH:6][cH:7][c:8]2[c:9]([c:10]([NH:23][C:24](=[O:25])[CH:26]3[CH2:27][CH2:28][CH:29]([N:32]4[C:33](=[O:37])[CH2:34][CH2:35][CH2:36]4)[CH2:30][CH2:31]3)[c:11]([C:13](=[O:14])[NH:15][c:16]3[n:17][cH:18][c:19]([Cl:22])[cH:20][cH:21]3)[o:12]2)[cH:38]1. Reactants: c1ccc(Cc2ccccn2)cc1, CN=C=S, Cl, O, [Li]c1ccccc1, c1ccccc1. Product: CNC(=S)C(c1ccccc1)c1ccccn1. As a reaction SMILES: [CH2:1]([c:2]1[cH:3][cH:4][cH:5][cH:6][cH:7]1)[c:8]1[n:9][cH:10][cH:11][cH:12][cH:13]1.[CH3:21][N:22]=[C:23]=[S:24].[ClH:25].[OH2:26].[c:14]1([Li:15])[cH:16][cH:17][cH:18][cH:19][cH:20]1.[cH:27]1[cH:28][cH:29][cH:30][cH:31][cH:32]1>>[CH:1]([c:2]1[cH:3][cH:4][cH:5][cH:6][cH:7]1)([c:8]1[n:9][cH:10][cH:11][cH:12][cH:13]1)[C:23]([NH:22][CH3:21])=[S:24]. Reactants: CN(CCNC1=CC=C(C=C1)[N+](=O)[O-])C (4-(2-dimethylamino-ethylamino)-nitrobenzene), C1(=CC=CC=C1)CC(=O)Cl (phenylacetyl-chloride). Product: CN(CCN(C(CC1=CC=CC=C1)=O)C1=CC=C(C=C1)[N+](=O)[O-])C (4-[N-(2-dimethylamino-ethyl)-N-(phenyl-acetyl)-amino]-nitrobenzene). Reaction SMILES: [CH3:1][N:2]([CH3:15])[CH2:3][CH2:4][NH:5][C:6]1[CH:11]=[CH:10][C:9]([N+:12]([O-:14])=[O:13])=[CH:8][CH:7]=1.[C:16]1([CH2:22][C:23](Cl)=[O:24])[CH:21]=[CH:20][CH:19]=[CH:18][CH:17]=1>>[CH3:1][N:2]([CH3:15])[CH2:3][CH2:4][N:5]([C:6]1[CH:11]=[CH:10][C:9]([N+:12]([O-:14])=[O:13])=[CH:8][CH:7]=1)[C:23](=[O:24])[CH2:22][C:16]1[CH:21]=[CH:20][CH:19]=[CH:18][CH:17]=1. Procedure: Prepared from 4-(2-dimethylamino-ethylamino)-nitrobenzene and phenylacetyl-chloride Reactants: ClS(=O)(=O)N=C=O (Chlorosulfonyl isocyanate), CC1=CC=C2CC(NC2=C1)=S (6-methylthio-2-oxindole), C(C)#N (acetonitrile), O (Water). Conditions: time 1 hour. Product: CC1=CC=C2CC(N(C2=C1)C(=S)N)=O (6-Methylthio-2-oxindole-1-carboxamide). Reaction SMILES: Cl[S:2](N=C=O)(=O)=O.[CH3:8][C:9]1[CH:17]=[C:16]2[C:12]([CH2:13][C:14](=S)[NH:15]2)=[CH:11][CH:10]=1.[OH2:19].[C:20](#[N:22])C>>[CH3:8][C:9]1[CH:17]=[C:16]2[C:12]([CH2:13][C:14](=[O:19])[N:15]2[C:20]([NH2:22])=[S:2])=[CH:11][CH:10]=1. Reported procedure: Chlorosulfonyl isocyanate (5.66 g, 0.04 mole) was added to a slurry of 6-methylthio-2-oxindole (6.0 g, 0.033 mole) in acetonitrile (60 ml) at 5° to 10° C. The reaction mixture was stirred for one hour. Water (100 ml) was then added and stirring was continued for ten minutes. The aqueous solution was extracted with ethyl acetate (600 ml), which was then washed successively with water and brine, dried (MgSO4) and evaporated under reduced pressure to give a gray solid which was recrystallized from ... As a reaction SMILES: [CH2:24]([Cl:25])[Cl:26].[Cl:13][c:14]1[cH:15][cH:16][cH:17][c:18]([C:19]([O:20][OH:22])=[O:21])[cH:23]1.[OH:1][CH2:2][CH2:3][CH2:4][CH2:5][CH:6]1[CH2:7][CH2:8][C:9](=[O:12])[CH2:10][CH2:11]1>>[OH:1][CH2:2][CH2:3][CH2:4][CH2:5][CH:6]1[CH2:7][CH2:8][O:12][C:9](=[O:21])[CH2:10][CH2:11]1. Reactants: ClCCl, O=C(OO)c1cccc(Cl)c1, O=C1CCC(CCCCO)CC1. Yields the product O=C1CCC(CCCCO)CCO1. The product is C[C@@H]1CN(C(O1)=O)C1=CC=C(C(=O)O)C=C1 ((R)-4-(5-methyl-2-oxooxazolidin-3-yl)benzoic acid). Reported procedure: By reaction and treatment in the same manner as in Preparation Example 40 and using ethyl 4-iodobenzoate and (R)-5-methyloxazolidin-2-one, the title compound (2 g) was obtained. The reactants are IC1=CC=C(C(=O)OCC)C=C1 (ethyl 4-iodobenzoate), C[C@@H]1CNC(O1)=O ((R)-5-methyloxazolidin-2-one). RXN SMILES: I[C:2]1[CH:12]=[CH:11][C:5]([C:6]([O:8]CC)=[O:7])=[CH:4][CH:3]=1.[CH3:13][C@H:14]1[O:18][C:17](=[O:19])[NH:16][CH2:15]1>>[CH3:13][C@H:14]1[O:18][C:17](=[O:19])[N:16]([C:2]2[CH:3]=[CH:4][C:5]([C:6]([OH:8])=[O:7])=[CH:11][CH:12]=2)[CH2:15]1.